Dataset: the Open Reaction Database (ORD), a public repository of structured organic reaction records. Task: describe an organic reaction: reactants, conditions, products, and yield As a reaction SMILES: [CH3:1][O:2][P:3]([O:4][CH3:5])(=[O:6])[CH2:7][C:8]([CH2:9][CH2:10][CH:11]1[CH2:12][CH2:13][N:14]([C:17](=[O:18])[O:19][C:20]([CH3:21])([CH3:22])[CH3:23])[CH2:15][CH2:16]1)=[O:24].[CH3:41][c:42]1[cH:43][cH:44][cH:45][cH:46][cH:47]1.[CH3:48][N:49]([CH3:50])[CH:51]=[O:52].[H-:25].[Na+:26].[OH2:53].[n:27]1[cH:28][c:29]2[cH:30][c:31]([CH:39]=[O:40])[s:32][c:33]3[cH:34][cH:35][cH:36][c:37]1[n:38]23>>[CH:7]([C:8]([CH2:9][CH2:10][CH:11]1[CH2:12][CH2:13][N:14]([C:17](=[O:18])[O:19][C:20]([CH3:21])([CH3:22])[CH3:23])[CH2:15][CH2:16]1)=[O:24])=[CH:39][c:31]1[cH:30][c:29]2[cH:28][n:27][c:37]3[cH:36][cH:35][cH:34][c:33]([s:32]1)[n:38]23. The product is CC(C)(C)OC(=O)N1CCC(CCC(=O)C=Cc2cc3cnc4cccc(s2)n34)CC1. The reactants are COP(=O)(CC(=O)CCC1CCN(C(=O)OC(C)(C)C)CC1)OC, Cc1ccccc1, CN(C)C=O, [H-], [Na+], O, O=Cc1cc2cnc3cccc(s1)n23. Reaction SMILES: CO[C:3](=O)[C@@H:4]1[CH2:8][C:7](=[CH:9][CH2:10][CH3:11])[CH2:6][N:5]1[C:12](OCC1C=CC=CC=1)=O.C[O:24][C:25](=O)[C@@H:26]1CC(=C)CN1C(OCC1C=CC=CC=1)=O>>[CH2:9]([C@@H:7]1[CH2:6][N:5]2[C@H:4]([CH2:3][C:25](=[O:24])[CH2:26][CH2:12]2)[CH2:8]1)[CH2:10][CH3:11]. Yields the product C(CC)[C@H]1C[C@H]2CC(CCN2C1)=O ((2S,8aS)-2-Propyl-1,2,3,5,6,7,8,8a-octahydroindolizin-7-one). Isolated yield 24.0%. Starting materials: 8(iii), 8(vi), COC([C@H]1N(CC(C1)=CCC)C(=O)OCC1=CC=CC=C1)=O ((S)-1-benzyloxycarbonyl-4-propylideneproline methyl ester), 8(iv), 8(v), COC([C@H]1N(CC(C1)=C)C(=O)OCC1=CC=CC=C1)=O ((S)-1-benzyloxycarbonyl-4methylideneproline methyl ester). Procedure details: In a similar manner to the procedures described in Preparative Examples 8(ii)′, 8(iii)′, 8(iv)′, 8(v)′ and 8(vi)′ above, reactions were conducted in turn, using (S)-1-benzyloxycarbonyl-4-propylideneproline methyl ester [prepared as described in Preparative Example 25′ above] instead of (S)-1-benzyloxycarbonyl-4methylideneproline methyl ester, to give the title compound as a brown oil (yield: 24%). Yield: 71.4%. Solvent: C1CCOC1 (THF), O (water), C1CCOC1 (THF), C1CCOC1 (THF). Conditions: time 2 hour. Procedure: A solution of 50.8 g of 3,4-dichlorophenyl-acetonitrile in 250 ml of THF is added dropwise at a temperature below 20° C. to a suspension of 12 g of sodium hydride (55% dispersion in oil) in 175 ml of THF and the reaction mixture is stirred for 2 hours at RT. It is cooled to -20° C., a solution of 62.5 g of 1-bromo-3-(tetrahydropyran-2-yloxy)propane in 60 ml of THF is added dropwise and the reaction mixture is stirred while the temperature is allowed to rise to RT. It is poured into a solution of... Yields the product ClC=1C=C(C=CC1Cl)C(C#N)CCCOC1OCCCC1 (2-(3,4-Dichlorophenyl)-5-(tetrahydropyran-2-yloxy)-pentanenitrile). Reactants: BrCCCOC1OCCCC1 (1-bromo-3-(tetrahydropyran-2-yloxy)propane), [Cl-].[NH4+] (ammonium chloride), ClC=1C=C(C=CC1Cl)CC#N (3,4-dichlorophenyl-acetonitrile), [H-].[Na+] (sodium hydride). As a reaction SMILES: [Cl:1][C:2]1[CH:3]=[C:4]([CH2:9][C:10]#[N:11])[CH:5]=[CH:6][C:7]=1[Cl:8].[H-].[Na+].Br[CH2:15][CH2:16][CH2:17][O:18][CH:19]1[CH2:24][CH2:23][CH2:22][CH2:21][O:20]1.[Cl-].[NH4+]>C1COCC1.O>[Cl:1][C:2]1[CH:3]=[C:4]([CH:9]([CH2:15][CH2:16][CH2:17][O:18][CH:19]2[CH2:24][CH2:23][CH2:22][CH2:21][O:20]2)[C:10]#[N:11])[CH:5]=[CH:6][C:7]=1[Cl:8] |f:1.2,4.5|. The reactants are CC1(C(C2=CC(=CC=C2CC1N(S(=O)(=O)C1=CC=C(C=C1)C)C)OC)=CCO)C (2,2-dimethyl-1-(2-hydroxyethylidene)-7-methoxy-3-(N-methyl-p-toluenesulfonamido)1,2,3,4-tetrahydronaphthalene), [Na] (sodium), Cl (hydrochloride). Solvent: N (ammonia). Reaction conditions: time 15 minute. The product is Cl.CC1(C(C2=CC(=CC=C2CC1NC)OC)CCO)C (2,2-Dimethyl-1-(2-hydroxyethyl)-7-methoxy-3-methylamino-1,2,3,4-tetrahydronaphthalene hydrochloride). As a reaction SMILES: [CH3:1][C:2]1([CH3:29])[CH:11]([N:12]([CH3:23])S(C2C=CC(C)=CC=2)(=O)=O)[CH2:10][C:9]2[C:4](=[CH:5][C:6]([O:24][CH3:25])=[CH:7][CH:8]=2)[C:3]1=[CH:26][CH2:27][OH:28].[Na].[ClH:31]>N>[ClH:31].[CH3:1][C:2]1([CH3:29])[CH:11]([NH:12][CH3:23])[CH2:10][C:9]2[C:4](=[CH:5][C:6]([O:24][CH3:25])=[CH:7][CH:8]=2)[CH:3]1[CH2:26][CH2:27][OH:28] |f:4.5,^1:29|. Procedure details: This compound, described already in Examples 12 and 13, can also be prepared as described in Example 13, however, starting from 2,2-dimethyl-1-(2-hydroxyethylidene)-7-methoxy-3-(N-methyl-p-toluenesulfonamido)1,2,3,4-tetrahydronaphthalene. In this case, both the reduction of the olefinic double bond and the reductive cleavage of the p-toluenesulphonamido group are effectuated by the sodium metal dissolving in liquid ammonia. The endpoint of the reduction is reached if the blue colour persists for... Starting materials: C1OC=2C=C(CCN)C=CC2O1 (3,4-methylenedioxyphenethylamine), ClC=1C2=C(N=C(N1)C1=CC=NC=C1)SC(=C2)CC (4-chloro-2-(pyridin-4-yl)-6-ethyl-thieno-[2,3-d]-pyrimidine). Product: N1=CC=C(C=C1)C=1N=C(C2=C(N1)SC(=C2)CC)NCCC2=CC1=C(C=C2)OCO1 (2-(pyridin-4-yl)-4-(3,4-methylenedioxyphenethylamino)-6-ethyl-thieno-[2,3-d]-pyrimidine). As a reaction SMILES: [CH2:1]1[O:12][C:11]2[CH:10]=[CH:9][C:5]([CH2:6][CH2:7][NH2:8])=[CH:4][C:3]=2[O:2]1.Cl[C:14]1[C:15]2[CH:28]=[C:27]([CH2:29][CH3:30])[S:26][C:16]=2[N:17]=[C:18]([C:20]2[CH:25]=[CH:24][N:23]=[CH:22][CH:21]=2)[N:19]=1>>[N:23]1[CH:22]=[CH:21][C:20]([C:18]2[N:19]=[C:14]([NH:8][CH2:7][CH2:6][C:5]3[CH:9]=[CH:10][C:11]4[O:12][CH2:1][O:2][C:3]=4[CH:4]=3)[C:15]3[CH:28]=[C:27]([CH2:29][CH3:30])[S:26][C:16]=3[N:17]=2)=[CH:25][CH:24]=1. Reported procedure: With the procedure of Example 1, the reaction of 3,4-methylenedioxyphenethylamine with 4-chloro-2-(pyridin-4-yl)-6-ethyl-thieno-[2,3-d]-pyrimidine yields 2-(pyridin-4-yl)-4-(3,4-methylenedioxyphenethylamino)-6-ethyl-thieno-[2,3-d]-pyrimidine. Starting materials: OC1(c2ncc(Br)s2)CCC1, O=C([O-])[O-], COCCOC, Nc1cc(B(O)O)cc([N+](=O)[O-])c1, [Na+], [Na+]. Product: Nc1cc(-c2cnc(C3(O)CCC3)s2)cc([N+](=O)[O-])c1. As a reaction SMILES: [Br:14][c:15]1[cH:16][n:17][c:18]([C:20]2([OH:24])[CH2:21][CH2:22][CH2:23]2)[s:19]1.[C:25](=[O:26])([O-:27])[O-:28].[CH3:31][O:32][CH2:33][CH2:34][O:35][CH3:36].[NH2:1][c:2]1[cH:3][c:4]([B:11]([OH:12])[OH:13])[cH:5][c:6]([N+:8](=[O:9])[O-:10])[cH:7]1.[Na+:29].[Na+:30]>>[NH2:1][c:2]1[cH:3][c:4](-[c:15]2[cH:16][n:17][c:18]([C:20]3([OH:24])[CH2:21][CH2:22][CH2:23]3)[s:19]2)[cH:5][c:6]([N+:8](=[O:9])[O-:10])[cH:7]1. The reactants are C(#N)C1CN(C1)C(=O)OC(C)(C)C (tert-butyl 3-cyanoazetidine-1-carboxylate), C(C)(C)NC(C)C (diisopropylamine), IC (Iodomethane), [Li]CCCC (n-BuLi), hexanes. The solvent is C1CCOC1 (THF), C1CCOC1 (THF). Run at temperature -78 celsius. Product: C(#N)C1(CN(C1)C(=O)OC(C)(C)C)C (tert-butyl 3-cyano-3-methylazetidine-1-carboxylate). Yield: 32.5%. As a reaction SMILES: [CH:1](NC(C)C)(C)C.[Li]CCCC.[C:13]([CH:15]1[CH2:18][N:17]([C:19]([O:21][C:22]([CH3:25])([CH3:24])[CH3:23])=[O:20])[CH2:16]1)#[N:14].IC>C1COCC1>[C:13]([C:15]1([CH3:1])[CH2:18][N:17]([C:19]([O:21][C:22]([CH3:25])([CH3:24])[CH3:23])=[O:20])[CH2:16]1)#[N:14]. Procedure: To an oven-dried 25 mL round bottom flask equipped for stirring was added diisopropylamine (1.318 mL, 9.33 mmol) under nitrogen. THF (10 mL) was added and the colorless solution was cooled to 0° C. n-BuLi in hexanes (1.6N, 5.83 mL, 9.33 mmol) was added dropwise and the solution was stirred at 0° C. for 30 min. The solution was cooled to −78° C. and a solution of tert-butyl 3-cyanoazetidine-1-carboxylate (1 g, 5.49 mmol) in THF (3 mL) was added and the solution was stirred at −78° C. for 30 min. ... Starting materials: C=1(C(=CC=CC1)O)O (benzene diol), O=P12OP3(=O)OP(=O)(O1)OP(=O)(O2)O3 (phosphorus pentoxide). Product: P(O)(O)(O)=O.P(O)(O)(O)=O.C=1(C(=CC=CC1)O)O (benzene diol bis(phosphoric acid)). Reaction SMILES: [C:1]1([OH:8])[C:2]([OH:7])=[CH:3][CH:4]=[CH:5][CH:6]=1.[O:9]=[P:10]12[O:21]P3(OP(OP(O3)([O:17]1)=O)(=O)[O:11]2)=O>>[P:10](=[O:9])([OH:21])([OH:17])[OH:11].[P:10](=[O:9])([OH:21])([OH:17])[OH:11].[C:1]1([OH:8])[C:2]([OH:7])=[CH:3][CH:4]=[CH:5][CH:6]=1 |f:2.3.4|. Procedure: An additional method which may be used to produce the compounds of this invention involves reacting a benzene diol with phosphorus pentoxide to produce a benzene diol bis(phosphoric acid); The reactants are CCOC(Cc1ccc(OCc2csc(-c3ccc(Cl)cc3)n2)cc1OC)C(=O)OC, [Li+], [OH-]. The product is CCOC(Cc1ccc(OCc2csc(-c3ccc(Cl)cc3)n2)cc1OC)C(=O)O. Reaction SMILES: [CH3:1][O:2][C:3]([CH:4]([CH2:5][c:6]1[c:7]([O:26][CH3:27])[cH:8][c:9]([O:12][CH2:13][c:14]2[n:15][c:16](-[c:19]3[cH:20][cH:21][c:22]([Cl:25])[cH:23][cH:24]3)[s:17][cH:18]2)[cH:10][cH:11]1)[O:28][CH2:29][CH3:30])=[O:31].[Li+:33].[OH-:32]>>[O:2]=[C:3]([CH:4]([CH2:5][c:6]1[c:7]([O:26][CH3:27])[cH:8][c:9]([O:12][CH2:13][c:14]2[n:15][c:16](-[c:19]3[cH:20][cH:21][c:22]([Cl:25])[cH:23][cH:24]3)[s:17][cH:18]2)[cH:10][cH:11]1)[O:28][CH2:29][CH3:30])[OH:31].